Dataset: the Open Reaction Database (ORD), a public repository of structured organic reaction records. Task: describe an organic reaction: reactants, conditions, products, and yield Reactants: CC(=O)O, Cc1cc(Oc2c(Cl)cc(C(F)(F)F)cc2Cl)n[nH]1, O, O=S(=O)(Cl)Cl. Yields the product Cc1[nH]nc(Oc2c(Cl)cc(C(F)(F)F)cc2Cl)c1Cl. Reaction SMILES: [CH3:26][C:27](=[O:28])[OH:29].[Cl:6][c:7]1[c:8]([O:18][c:19]2[n:20][nH:21][c:22]([CH3:24])[cH:23]2)[c:9]([Cl:17])[cH:10][c:11]([C:13]([F:14])([F:15])[F:16])[cH:12]1.[OH2:25].[S:1]([Cl:2])(=[O:3])([Cl:4])=[O:5]>>[Cl:4][c:23]1[c:19]([O:18][c:8]2[c:7]([Cl:6])[cH:12][c:11]([C:13]([F:14])([F:15])[F:16])[cH:10][c:9]2[Cl:17])[n:20][nH:21][c:22]1[CH3:24]. Starting materials: COC1=CC(=NC=C1)CCC1=NC=2C(=NC=C(C2)I)N1 (2-[2-(4-methoxypyridin-2-yl)ethyl]-6-iodo-3H-imidazo[4,5-b]pyridine), COC1=CC(=NC=C1)CCC1=NC=2C(=NC=C(C2)I)N1 (2-[2-(4-methoxypyridin-2-yl)ethyl]-6-iodo-3H-imidazo[4,5-b]pyridine), tetrakis(triphenylphos-phine)palladium(0), C([O-])([O-])=O.[K+].[K+] (potassium carbonate), [Cl-].[Li+] (lithium chloride), BrC1=CC=C(C=C1)S(=O)(=O)N (4-bromobenzenesulfonamide), bis-(pinacolato)-diboron, C(C)(=O)[O-].[K+] (potassium acetate). The reagents and catalysts are C1(=CC=CC=C1)P([C-]1C=CC=C1)C1=CC=CC=C1.[C-]1(C=CC=C1)P(C1=CC=CC=C1)C1=CC=CC=C1.[Fe+2] (1,1′-bis-(diphenylphosphino)-ferrocene), C1=CC=C(C=C1)P([C-]2C=CC=C2)C3=CC=CC=C3.C1=CC=C(C=C1)P([C-]2C=CC=C2)C3=CC=CC=C3.Cl[Pd]Cl.[Fe+2] ([1,1′-bis(diphenylphosphino)ferrocene]-palladium-dichloride). Solvent: O (water), O (water), O1CCOCC1 (dioxane), O1CCOCC1 (dioxane). Conditions: temperature 125 celsius. Product: COC1=CC(=NC=C1)CCC1=NC=2C(=NC=C(C2)C2=CC=C(C=C2)S(=O)(=O)N)N1 (4-{2-[2-(4-Methoxypyridin-2-yl)ethyl]-3H-imidazo[4,5-b]pyridin-6-yl}-benzenesulfonamide). Isolated yield 20.0%. As a reaction SMILES: Br[C:2]1[CH:7]=[CH:6][C:5]([S:8]([NH2:11])(=[O:10])=[O:9])=[CH:4][CH:3]=1.C([O-])(=O)C.[K+].[CH3:17][O:18][C:19]1[CH:24]=[CH:23][N:22]=[C:21]([CH2:25][CH2:26][C:27]2[NH:36][C:30]3=[N:31][CH:32]=[C:33](I)[CH:34]=[C:29]3[N:28]=2)[CH:20]=1.C(=O)([O-])[O-].[K+].[K+].[Cl-].[Li+]>O1CCOCC1.O.C1(P(C2C=CC=CC=2)[C-]2C=CC=C2)C=CC=CC=1.[C-]1(P(C2C=CC=CC=2)C2C=CC=CC=2)C=CC=C1.[Fe+2].C1C=CC(P(C2C=CC=CC=2)[C-]2C=CC=C2)=CC=1.C1C=CC(P(C2C=CC=CC=2)[C-]2C=CC=C2)=CC=1.Cl[Pd]Cl.[Fe+2]>[CH3:17][O:18][C:19]1[CH:24]=[CH:23][N:22]=[C:21]([CH2:25][CH2:26][C:27]2[NH:36][C:30]3=[N:31][CH:32]=[C:33]([C:2]4[CH:7]=[CH:6][C:5]([S:8]([NH2:11])(=[O:10])=[O:9])=[CH:4][CH:3]=4)[CH:34]=[C:29]3[N:28]=2)[CH:20]=1 |f:1.2,4.5.6,7.8,11.12.13,14.15.16.17|. Procedure details: A mixture of 0.354 g of 4-bromobenzenesulfonamide, 0.42 g of bis-(pinacolato)-diboron, 0.025 g of 1,1′-bis-(diphenylphosphino)-ferrocene, 0.033 g of [1,1′-bis(diphenylphosphino)ferrocene]-palladium-dichloride (complex with CH2Cl2), 0.442 g of potassium acetate in 6 ml of degassed dioxane are heated to 125° C. in a sealed tube under N2 for 16 hours. To the resulting mixture 5 ml of degassed dioxane, 0.371 g of 2-[2-(4-methoxypyridin-2-yl)ethyl]-6-iodo-3H-imidazo[4,5-b]pyridine (starting material ...